Task: describe an organic reaction: reactants, conditions, products, and yield. Dataset: the Open Reaction Database (ORD), a public repository of structured organic reaction records Starting materials: CN(C)C=NS(=O)(=O)c1ccccc1C(C)(C)CC(O)C(F)(F)F, ClCCl. Yields the product CN(C)C=NS(=O)(=O)c1ccccc1C(C)(C)CC(=O)C(F)(F)F. RXN SMILES: [CH3:1][N:2]([CH:3]=[N:4][S:5](=[O:6])(=[O:7])[c:8]1[c:9]([C:14]([CH2:15][CH:16]([C:17]([F:18])([F:19])[F:20])[OH:21])([CH3:22])[CH3:23])[cH:10][cH:11][cH:12][cH:13]1)[CH3:24].[Cl:25][CH2:26][Cl:27]>>[CH3:1][N:2]([CH:3]=[N:4][S:5](=[O:6])(=[O:7])[c:8]1[c:9]([C:14]([CH2:15][C:16]([C:17]([F:18])([F:19])[F:20])=[O:21])([CH3:22])[CH3:23])[cH:10][cH:11][cH:12][cH:13]1)[CH3:24]. The reactants are O=C1CCC(=O)N1Br, CC(=O)OCc1oc(=O)oc1C, O=C(OOC(=O)c1ccccc1)c1ccccc1, ClC(Cl)(Cl)Cl. Yields the product CC(=O)OCc1oc(=O)oc1CBr. RXN SMILES: [Br:13][N:14]1[C:15](=[O:16])[CH2:17][CH2:18][C:19]1=[O:20].[C:1]([CH3:2])(=[O:3])[O:4][CH2:5][c:6]1[o:7][c:8](=[O:12])[o:9][c:10]1[CH3:11].[C:21]([O:22][O:23][C:24](=[O:25])[c:26]1[cH:27][cH:28][cH:29][cH:30][cH:31]1)(=[O:32])[c:33]1[cH:34][cH:35][cH:36][cH:37][cH:38]1.[C:39]([Cl:40])([Cl:41])([Cl:42])[Cl:43]>>[C:1]([CH3:2])(=[O:3])[O:4][CH2:5][c:6]1[o:7][c:8](=[O:12])[o:9][c:10]1[CH2:11][Br:13]. The reactants are CCOC(=O)C1=C(NC(=C(C1C=2C=CC=CC2Cl)C(=O)OC)C)COCCN (Amlodipine), N1[C@@H](CCC1=O)C(=O)O ((S)-(−)-pyroglutamic acid). Solvent: C(C)(=O)OCC (ethyl acetate). Yields the product CCOC(=O)C1=C(NC(=C(C1C=2C=CC=CC2Cl)C(=O)OC)C)COCCN.N1[C@@H](CCC1=O)C(=O)[O-] (Amlodipine (S)-(−)-Pyroglutamate). Yield: 95.5%. Reaction SMILES: [CH3:1][CH2:2][O:3][C:4]([C:6]1[CH:11]([C:12]2[CH:13]=[CH:14][CH:15]=[CH:16][C:17]=2[Cl:18])[C:10]([C:19]([O:21][CH3:22])=[O:20])=[C:9]([CH3:23])[NH:8][C:7]=1[CH2:24][O:25][CH2:26][CH2:27][NH2:28])=[O:5].[NH:29]1[C:33](=[O:34])[CH2:32][CH2:31][C@H:30]1[C:35]([OH:37])=[O:36]>C(OCC)(=O)C>[CH3:1][CH2:2][O:3][C:4]([C:6]1[CH:11]([C:12]2[CH:13]=[CH:14][CH:15]=[CH:16][C:17]=2[Cl:18])[C:10]([C:19]([O:21][CH3:22])=[O:20])=[C:9]([CH3:23])[NH:8][C:7]=1[CH2:24][O:25][CH2:26][CH2:27][NH2:28])=[O:5].[NH:29]1[C:33](=[O:34])[CH2:32][CH2:31][C@H:30]1[C:35]([O-:37])=[O:36] |f:3.4|. Reported procedure: Amlodipine (10g, 0.025 mole) was dissolved in ethyl acetate (100 ml) with stirring. The solution was adjusted to 25° C. and slowly added with (S)-(−)-pyroglutamic acid (3.61g, 0.028 mole). This reaction was stirred at 25° C. for 1 hour to produce precipitates. They were filtered off and washed with ethyl acetate (50 ml), followed by drying at 40° C. under vacuum to give 12.82 g of the title compound (Yield 95.3%). Starting materials: FC(S(=O)(=O)OC=1C=2N(C=CC1)C(=CN2)C#C[Si](C)(C)C)(F)F (3-((trimethylsilyl)ethynyl)imidazo[1,2-a]pyridin-8-yl trifluoromethanesulfonate), 0.186, CS(=O)(=O)C1=CC=C(N)C=C1 (4-(methylsulfonyl)aniline), Pd2(dba)2, C1(CCCCC1)P(C1=C(C=CC=C1)C1=C(C=C(C=C1C(C)C)C(C)C)C(C)C)C1CCCCC1 (2-dicyclohexylphosphino-2′,4′,6′-triisopropylbiphenyl), P(=O)([O-])([O-])[O-].[K+].[K+].[K+] (potassium phosphate). Solvent: COCCOC (DME). Reaction conditions: temperature 80 celsius. Yields the product CS(=O)(=O)C1=CC=C(C=C1)NC=1C=2N(C=CC1)C(=CN2)C#C[Si](C)(C)C (N-(4-(Methylsulfonyl)phenyl)-3-((trimethylsilyl)ethynyl)imidazo[1,2-a]pyridin-8-amine). Reaction SMILES: FC(F)(F)S(O[C:7]1[C:8]2[N:9]([C:13]([C:16]#[C:17][Si:18]([CH3:21])([CH3:20])[CH3:19])=[CH:14][N:15]=2)[CH:10]=[CH:11][CH:12]=1)(=O)=O.[CH3:24][S:25]([C:28]1[CH:34]=[CH:33][C:31]([NH2:32])=[CH:30][CH:29]=1)(=[O:27])=[O:26].C1(P(C2CCCCC2)C2C=CC=CC=2C2C(C(C)C)=CC(C(C)C)=CC=2C(C)C)CCCCC1.P([O-])([O-])([O-])=O.[K+].[K+].[K+]>COCCOC>[CH3:24][S:25]([C:28]1[CH:34]=[CH:33][C:31]([NH:32][C:7]2[C:8]3[N:9]([C:13]([C:16]#[C:17][Si:18]([CH3:19])([CH3:20])[CH3:21])=[CH:14][N:15]=3)[CH:10]=[CH:11][CH:12]=2)=[CH:30][CH:29]=1)(=[O:26])=[O:27] |f:3.4.5.6|. Procedure details: A mixture of 3-((trimethylsilyl)ethynyl)imidazo[1,2-a]pyridin-8-yl trifluoromethanesulfonate (0.329 g, 0.91 mmol), 0.186 (1.09 mmol) of 4-(methylsulfonyl)aniline, 0.083 g (0.091 mmol) of Pd2(dba)2, 0.087 g (0.181 mmol) of 2-dicyclohexylphosphino-2′,4′,6′-triisopropylbiphenyl, and 0.385 g (1.81 mmol) of potassium phosphate in 8 mL of DME was heated at 80° C. in a sealed tube overnight under an atmosphere of N2. Upon cooling to ambient temperature, the reaction mixture was concentrated and the cru... Reactants: CCOC(=O)C1(c2ccc(B3OC(C)(C)C(C)(C)O3)cc2)CC1, COc1cc(Br)ccc1-c1onc(C)c1NC(=O)OC(C)c1cccc(C(F)(F)F)c1. Product: CCOC(=O)C1(c2ccc(-c3ccc(-c4onc(C)c4NC(=O)OC(C)c4cccc(C(F)(F)F)c4)c(OC)c3)cc2)CC1. Reaction SMILES: [CH2:32]([CH3:33])[O:34][C:35](=[O:36])[C:37]1([c:40]2[cH:41][cH:42][c:43]([B:46]3[O:47][C:48]([CH3:49])([CH3:50])[C:51]([CH3:52])([CH3:53])[O:54]3)[cH:44][cH:45]2)[CH2:38][CH2:39]1.[F:1][C:2]([c:3]1[cH:4][c:5]([CH:9]([CH3:10])[O:11][C:12]([NH:13][c:14]2[c:15]([CH3:28])[n:16][o:17][c:18]2-[c:19]2[c:20]([O:26][CH3:27])[cH:21][c:22]([Br:25])[cH:23][cH:24]2)=[O:29])[cH:6][cH:7][cH:8]1)([F:30])[F:31]>>[F:1][C:2]([c:3]1[cH:4][c:5]([CH:9]([CH3:10])[O:11][C:12]([NH:13][c:14]2[c:15]([CH3:28])[n:16][o:17][c:18]2-[c:19]2[c:20]([O:26][CH3:27])[cH:21][c:22](-[c:43]3[cH:42][cH:41][c:40]([C:37]4([C:35]([O:34][CH2:32][CH3:33])=[O:36])[CH2:38][CH2:39]4)[cH:45][cH:44]3)[cH:23][cH:24]2)=[O:29])[cH:6][cH:7][cH:8]1)([F:30])[F:31]. The reactants are COC1=CC=C(C=C1)C[C@@H](C(=O)O)N2C(=O)C3=CC=CC=C3C2=O (N-phthaloyl-0-methyl-(S)-tyrosine), acid chloride, COC=1C(OC)=CC=CC1 (catechol dimethylether), P(Cl)(Cl)(Cl)(Cl)Cl (phosphorus pentachloride), Cl (hydrochloric acid). The reagents and catalysts are [Fe](Cl)(Cl)Cl (iron-(III)-chloride). The solvent is ClCCCl (1,2-dichloroethane), ClCCCl (1,2-dichloroethane), ClCCCl (1,2-dichloroethane). Reaction conditions: temperature 0 celsius, time 30 minute. The product is COC=1C=C(C=CC1OC)C([C@H](N1C(C=2C(C1=O)=CC=CC2)=O)C(=O)[C@H](C(C2=CC(=C(C=C2)OC)OC)C2=CC=C(C=C2)OC)N2C(C=1C(C2=O)=CC=CC1)=O)C1=CC=C(C=C1)OC ((S)-3,4-dimethoxyphenyl-[2-(4-methoxyphenyl)-1-phthalimidoethyl]-ketone). Yield: 44.8%. As a reaction SMILES: [CH3:1][O:2][C:3]1[CH:8]=[CH:7][C:6]([CH2:9][C@H:10]([N:14]2[C:23](=[O:24])[C:22]3[C:17](=[CH:18][CH:19]=[CH:20][CH:21]=3)[C:15]2=[O:16])[C:11](O)=[O:12])=[CH:5][CH:4]=1.P(Cl)(Cl)(Cl)(Cl)Cl.[CH3:31][O:32][C:33]1[C:34](=[CH:37][CH:38]=[CH:39][CH:40]=1)[O:35][CH3:36].Cl>ClCCCl.[Fe](Cl)(Cl)Cl>[CH3:31][O:32][C:33]1[CH:40]=[C:39]([CH:9]([C:6]2[CH:5]=[CH:4][C:3]([O:2][CH3:1])=[CH:8][CH:7]=2)[C@@H:10]([C:11]([C@@H:10]([N:14]2[C:15](=[O:16])[C:17]3=[CH:18][CH:19]=[CH:20][CH:21]=[C:22]3[C:23]2=[O:24])[CH:9]([C:6]2[CH:7]=[CH:8][C:3]([O:2][CH3:1])=[CH:4][CH:5]=2)[C:38]2[CH:39]=[CH:40][C:33]([O:32][CH3:31])=[C:34]([O:35][CH3:36])[CH:37]=2)=[O:12])[N:14]2[C:15](=[O:16])[C:17]3=[CH:18][CH:19]=[CH:20][CH:21]=[C:22]3[C:23]2=[O:24])[CH:38]=[CH:37][C:34]=1[O:35][CH3:36]. Procedure details: A solution of 3.25 g (10.0 mmole) N-phthaloyl-0-methyl-(S)-tyrosine in 50 ml 1,2-dichloroethane was combined with 2.29 g (11.0 mmole) phosphorus pentachloride at 0° C. and agitated at first for 30 minutes at 0° C. and then for 16 hours at room temperature. After the addition of another 50 ml 1,2-dichloroethane, a tenth of the solution was rapidly added to an agitated solution of 1.38 g (10.0 mmole) catechol dimethylether and 160 mg iron-(III)-chloride (10 mole percent) in 70 ml 1,2-dichloroethan... Reactants: BrC=1SC2=NC(=CC=C2N1)C=1C(=NN(C1)C)C1=C(C=CC=C1)F (2-bromo-5-(3-(2-fluorophenyl)-1-methyl-1H-pyrazol-4-yl)thiazolo[5,4-b]pyridine), C(CC)N (n-propylamine). The solvent is O1CCOCC1 (1,4-dioxane), C(Cl)Cl (CH2Cl2). Product: FC1=C(C=CC=C1)C1=NN(C=C1C1=CC=C2C(=N1)SC(=N2)NCCC)C (5-(3-(2-fluorophenyl)-1-methyl-1H-pyrazol-4-yl)-N-propylthiazolo[5,4-b]pyridine-2-amine). Yield: 973.3%. As a reaction SMILES: Br[C:2]1[S:3][C:4]2[C:9]([N:10]=1)=[CH:8][CH:7]=[C:6]([C:11]1[C:12]([C:17]3[CH:22]=[CH:21][CH:20]=[CH:19][C:18]=3[F:23])=[N:13][N:14]([CH3:16])[CH:15]=1)[N:5]=2.[CH2:24]([NH2:27])[CH2:25][CH3:26]>O1CCOCC1.C(Cl)Cl>[F:23][C:18]1[CH:19]=[CH:20][CH:21]=[CH:22][C:17]=1[C:12]1[C:11]([C:6]2[N:5]=[C:4]3[S:3][C:2]([NH:27][CH2:24][CH2:25][CH3:26])=[N:10][C:9]3=[CH:8][CH:7]=2)=[CH:15][N:14]([CH3:16])[N:13]=1. Procedure: A solution of 2-bromo-5-(3-(2-fluorophenyl)-1-methyl-1H-pyrazol-4-yl)thiazolo[5,4-b]pyridine (0.0294 g, 0.0755 mmol, 1.0 eq.) and n-propylamine (0.1 mL, 1.22 mmol, 16.1 eq.) in 1,4-dioxane (1.5 mL) was heated at 75° C. for 3 h. After cooling to room temperature, the reaction mixture was diluted with CH2Cl2 and washed with saturated aqueous NaHCO3 and brine, dried over Na2SO4, filtered, and concentrated in vacuo to afford 5-(3-(2-fluorophenyl)-1-methyl-1H-pyrazol-4-yl)-N-propylthiazolo[5,4-b]pyri...